From a dataset of the Open Reaction Database (ORD), a public repository of structured organic reaction records. describe an organic reaction: reactants, conditions, products, and yield Starting materials: C(C)(=O)O[C@H]1[C@@H](O[C@@H]([C@H]([C@@H]1OC(C)=O)OC(C)=O)COC(C)=O)C1=CC(=C(C=C1)Cl)CC=1SC(=CC1)Br (1-(2,3,4,6-tetra-O-acetyl-β-D-glucopyranosyl)-3-(5-bromo-2-thienylmethyl)-4-chlorobenzene), C(=O)C1=CC=C(C=C1)B(O)O (4-formylphenylboronic acid). Yields the product C(C)(=O)O[C@H]1[C@@H](O[C@@H]([C@H]([C@@H]1OC(C)=O)OC(C)=O)COC(C)=O)C1=CC(=C(C=C1)Cl)CC=1SC(=CC1)C1=CC=C(C=C1)C=O (1-(2,3,4,6-tetra-O-acetyl-β-D-glucopyranosyl)-4-chloro-3-(5-(4-formylphenyl)-2-thienylmethyl)benzene). RXN SMILES: [C:1]([O:4][C@@H:5]1[C@@H:10]([O:11][C:12](=[O:14])[CH3:13])[C@H:9]([O:15][C:16](=[O:18])[CH3:17])[C@@H:8]([CH2:19][O:20][C:21](=[O:23])[CH3:22])[O:7][C@H:6]1[C:24]1[CH:29]=[CH:28][C:27]([Cl:30])=[C:26]([CH2:31][C:32]2[S:33][C:34](Br)=[CH:35][CH:36]=2)[CH:25]=1)(=[O:3])[CH3:2].[CH:38]([C:40]1[CH:45]=[CH:44][C:43](B(O)O)=[CH:42][CH:41]=1)=[O:39]>>[C:1]([O:4][C@@H:5]1[C@@H:10]([O:11][C:12](=[O:14])[CH3:13])[C@H:9]([O:15][C:16](=[O:18])[CH3:17])[C@@H:8]([CH2:19][O:20][C:21](=[O:23])[CH3:22])[O:7][C@H:6]1[C:24]1[CH:29]=[CH:28][C:27]([Cl:30])=[C:26]([CH2:31][C:32]2[S:33][C:34]([C:43]3[CH:44]=[CH:45][C:40]([CH:38]=[O:39])=[CH:41][CH:42]=3)=[CH:35][CH:36]=2)[CH:25]=1)(=[O:3])[CH3:2]. Procedure: 1-(2,3,4,6-tetra-O-acetyl-β-D-glucopyranosyl)-3-(5-bromo-2-thienylmethyl)-4-chlorobenzene 71 obtained in Example 128-(4) and 4-formylphenylboronic acid were treated in a manner similar to Example 168-(1) to give 1-(2,3,4,6-tetra-O-acetyl-β-D-glucopyranosyl)-4-chloro-3-(5-(4-formylphenyl)-2-thienylmethyl)benzene as a colorless solid. APCI-Mass m/Z 660/662 (M+NH4). (2) The above 1-(2,3,4,6-tetra-O-acetyl-β-D-glucopyranosyl)-4-chloro-3-(5-(4-formylphenyl)-2-thienylmethyl)benzene was treated in a ma... Reactants: C(C)C1CC(C1)C(\C=C\I)O (1-(3-ethylcyclobutyl)-trans-3-iodoprop-2-en-1-ol), C(C)OC=C (ethylvinyl ether). The reagents and catalysts are P(=O)(Cl)(Cl)Cl (phosphorus oxychloride). The solvent is C([O-])(O)=O.[Na+] (sodium bicarbonate). Reaction conditions: time 15 hour. Yields the product I\C=C\C(C1CC(C1)CC)OC(C)OCC (1-iodo-3-(1-ethoxyethoxy)-3-(3-ethylcyclobutyl)-1E-propene). Yield: 69.0%. Reaction SMILES: [CH2:1]([CH:3]1[CH2:6][CH:5]([CH:7]([OH:11])/[CH:8]=[CH:9]/[I:10])[CH2:4]1)[CH3:2].[CH2:12]([O:14][CH:15]=[CH2:16])[CH3:13]>P(Cl)(Cl)(Cl)=O.C(=O)(O)[O-].[Na+]>[I:10]/[CH:9]=[CH:8]/[CH:7]([O:11][CH:12]([O:14][CH2:15][CH3:16])[CH3:13])[CH:5]1[CH2:6][CH:3]([CH2:1][CH3:2])[CH2:4]1 |f:3.4|. Reported procedure: A mixture containing 4.8 g (0.018 mole) of 1-(3-ethylcyclobutyl)-trans-3-iodoprop-2-en-1-ol (prepared in 1I) and 38.2 g (50 ml, 0.51 mole) of ethylvinyl ether (Aldrich Chemical Company; Beilstein 1:433) was prepared. One drop of phosphorus oxychloride was added thereto and the mixture was allowed to stir for about 15 hr at room temperature. The mixture was poured into 50 ml of saturated aqueous sodium bicarbonate and the products were extracted with 150 ml (3×50 ml) of ether. The combined ether ... Reactants: O (water), CC(C(COC1OCCCC1)=O)(C)C (3,3-dimethyl-1-(tetrahydro-2H-pyran-2-yloxy)-butan-2-one), [H-].[Na+] (sodium hydride), [I-].C[S+](=O)(C)C (tri-methyl-oxosulphonium iodide). Solvent: CS(=O)C (dimethylsulphoxide), CS(=O)C (dimethylsulphoxide). Reaction conditions: temperature 10 celsius. Product: C(C)(C)(C)C1(OC1)COC1OCCCC1 (2-tert.-butyl-2-(tetrahydro-2H-pyran-2-yloxymethyl) oxirane). Isolated yield 93.1%. Reaction SMILES: [H-].[Na+].[I-].[CH3:4][S+](C)(C)=O.[CH3:9][C:10]([CH3:22])([CH3:21])[C:11](=[O:20])[CH2:12][O:13][CH:14]1[CH2:19][CH2:18][CH2:17][CH2:16][O:15]1.O>CS(C)=O>[C:10]([C:11]1([CH2:12][O:13][CH:14]2[CH2:19][CH2:18][CH2:17][CH2:16][O:15]2)[CH2:4][O:20]1)([CH3:22])([CH3:21])[CH3:9] |f:0.1,2.3|. Procedure: 880 ml of absolute dimethylsulphoxide are added dropwise to a mixture of 38.2 g (1.27 mols) of sodium hydride (80% strength) and 271.5 g (1.23 mols) tri-methyl-oxosulphonium iodide at 10° C. under a nitrogen atmosphere, with stirring. The mixture is subsequently stirred for a further hour at room temperature and is then cooled to 10° C., and a solution of 219 g (1.1 mols) of 3,3-dimethyl-1-(tetrahydro-2H-pyran-2-yloxy)-butan-2-one in 250 ml of absolute dimethylsulphoxide is added dropwise at thi... Reactants: CCOC(=O)C(O)C1OC(c2ccccc2Cl)c2cc(Cl)ccc2N(C(C)C)C1=O, CCO, Cl, [Na+], [OH-]. Product: CC(C)N1C(=O)C(C(O)C(=O)O)OC(c2ccccc2Cl)c2cc(Cl)ccc21. Reaction SMILES: [CH2:1]([CH3:2])[O:3][C:4]([CH:5]([OH:6])[CH:7]1[C:8](=[O:29])[N:9]([CH:26]([CH3:27])[CH3:28])[c:10]2[c:11]([cH:21][c:22]([Cl:25])[cH:23][cH:24]2)[CH:12]([c:14]2[c:15]([Cl:20])[cH:16][cH:17][cH:18][cH:19]2)[O:13]1)=[O:30].[CH3:34][CH2:35][OH:36].[ClH:33].[Na+:32].[OH-:31]>>[O:3]=[C:4]([CH:5]([OH:6])[CH:7]1[C:8](=[O:29])[N:9]([CH:26]([CH3:27])[CH3:28])[c:10]2[c:11]([cH:21][c:22]([Cl:25])[cH:23][cH:24]2)[CH:12]([c:14]2[c:15]([Cl:20])[cH:16][cH:17][cH:18][cH:19]2)[O:13]1)[OH:30]. Starting materials: Cl.CC1=CC=C(CC2CCNCC2)C=C1 (4-(4-methylbenzyl)piperidine hydrochloride), C(C1=CC=CC=C1)OC1=C(OCCBr)C=CC=C1 (2-(2-benzyloxyphenoxy)ethyl bromide), C([O-])([O-])=O.[K+].[K+] (potassium carbonate), solid. Yields the product Cl.OC1=C(OCCN2CCC(CC2)CC2=CC=C(C=C2)C)C=CC=C1 (1-[2-(2-Hydroxyphenoxy)ethyl]-4-(4-methylbenzyl)piperidine hydrochloride). As a reaction SMILES: [ClH:1].[CH3:2][C:3]1[CH:15]=[CH:14][C:6]([CH2:7][CH:8]2[CH2:13][CH2:12][NH:11][CH2:10][CH2:9]2)=[CH:5][CH:4]=1.[CH2:16]([O:23][C:24]1[CH:33]=[CH:32][CH:31]=[CH:30][C:25]=1[O:26]CCBr)[C:17]1C=CC=CC=1.C(=O)([O-])[O-].[K+].[K+]>>[ClH:1].[OH:26][C:25]1[CH:30]=[CH:31][CH:32]=[CH:33][C:24]=1[O:23][CH2:16][CH2:17][N:11]1[CH2:12][CH2:13][CH:8]([CH2:7][C:6]2[CH:5]=[CH:4][C:3]([CH3:2])=[CH:15][CH:14]=2)[CH2:9][CH2:10]1 |f:0.1,3.4.5,6.7|. Procedure details: The title compound was prepared from 4-(4-methylbenzyl)piperidine hydrochloride (294 mg, 1.30 mmol), 2-(2-benzyloxyphenoxy)ethyl bromide (399 mg, 1.3 mmol) and potassium carbonate (449 mg, 3.2 mmol) in two steps as white-off solid (240 mg): mp 225-227° C. 1H NMR (CD3OD) 1.436 (m, 2 H), 1.758 (d, J=12.9 Hz, 3 H), 2.135 (s, 3 H), 2.443 (d, J=6.3 Hz, 2 H), 2.900 (m, 2 H), 3.388 (m, 2 H), 3.503 (m, 2 H), 4.172 (t, J=5.7 Hz, 2 H), 6.651-6.739 (m, 3 H), 6.818 (m, 1 H), 6.928 (m, 4 H). The reactants are CC=1C=CC(=CC1)C (p-xylene), C(C)(=O)OC=1C=C(C(=O)Cl)C=C(C1)OC(C)=O (3,5-diacetoxybenzoyl chloride), C(C)(=O)OC1=CC=C(C=C)C=C1 (4-acetoxystyrene). The reagents and catalysts are CC(=O)[O-].CC(=O)[O-].[Pd+2] (Pd(OAc)2), [Cl-].C(C)(C)C1=C(C(=CC=C1)C(C)C)[NH+]1CN(CC1)C1=C(C=CC=C1C(C)C)C(C)C (1,3-bis-(2,6-diisopropylphenyl)imidazolinium chloride). Solvent: CCOC(=O)C (EtOAc). Reaction conditions: temperature 120 celsius, time 3.5 hour. Yields the product C(C)(=O)OC=1C=C(C=C(C1)OC(C)=O)C=CC1=CC=C(OC(C)=O)C=C1 (resveratrol triacetate). Isolated yield 70.0%. As a reaction SMILES: CC1C=CC(C)=CC=1.[C:9]([O:12][C:13]1[CH:14]=[C:15]([CH:19]=[C:20]([O:22][C:23](=[O:25])[CH3:24])[CH:21]=1)[C:16](Cl)=O)(=[O:11])[CH3:10].[C:26]([O:29][C:30]1[CH:37]=[CH:36][C:33]([CH:34]=C)=[CH:32][CH:31]=1)(=[O:28])[CH3:27]>CC([O-])=O.CC([O-])=O.[Pd+2].[Cl-].C(C1C=CC=C(C(C)C)C=1[NH+]1CCN(C2C(C(C)C)=CC=CC=2C(C)C)C1)(C)C.CCOC(C)=O>[C:9]([O:12][C:13]1[CH:14]=[C:15]([CH:16]=[CH:34][C:33]2[CH:36]=[CH:37][C:30]([O:29][C:26](=[O:28])[CH3:27])=[CH:31][CH:32]=2)[CH:19]=[C:20]([O:22][C:23](=[O:25])[CH3:24])[CH:21]=1)(=[O:11])[CH3:10] |f:3.4.5,6.7|. Procedure: A 100 mL round bottom flask was charged with p-xylene (56 mL), Pd(OAc)2 (62.86 mg, 0.28 mmol), 1,3-bis-(2,6-diisopropylphenyl)imidazolinium chloride (119.53 mg, 0.28 mmol), 3,5-diacetoxybenzoyl chloride (7.19 g, 28 mmol), 4-acetoxystyrene (5.35 mL, 33.6 mmol), and N-methyl morphorline (4.2 mL, 33.6 mmol). The mixture was stirred at 120° C. for 3.5 h at nitrogen atmosphere. Then it was cooled to room temperature and EtOAc was added and filtered. The filtrate was washed with brine and dried over N... As a reaction SMILES: [CH2:1]([CH3:2])[CH:3]1[CH:4]([C:9](=[O:10])[O:11][CH2:12][CH3:13])[CH2:5][CH:6]([OH:8])[CH2:7]1.[CH2:41]1[CH2:42][CH2:43][CH2:44][CH2:45][CH2:46]1.[Cl:14][C:15]([Cl:16])([Cl:17])[C:27](=[NH:28])[O:29][CH2:18][c:19]1[cH:20][cH:21][c:22]([O:25][CH3:26])[cH:23][cH:24]1.[Cl:38][CH2:39][Cl:40].[OH:30][S:31]([C:32]([F:33])([F:34])[F:35])(=[O:36])=[O:37]>>[CH2:1]([CH3:2])[CH:3]1[CH:4]([C:9](=[O:10])[O:11][CH2:12][CH3:13])[CH2:5][CH:6]([O:8][CH2:18][c:19]2[cH:20][cH:21][c:22]([O:25][CH3:26])[cH:23][cH:24]2)[CH2:7]1. Starting materials: CCOC(=O)C1CC(O)CC1CC, C1CCCCC1, COc1ccc(COC(=N)C(Cl)(Cl)Cl)cc1, ClCCl, O=S(=O)(O)C(F)(F)F. The product is CCOC(=O)C1CC(OCc2ccc(OC)cc2)CC1CC.